This data is from the Open Reaction Database (ORD), a public repository of structured organic reaction records. The task is: describe an organic reaction: reactants, conditions, products, and yield Conditions: time 8 hour. The solvent is CO (MeOH). Reagents/catalysts: [Pd] (Pd/C). Reaction SMILES: C([O:8][C:9]1[CH:14]=[CH:13][C:12]([CH:15]2[CH2:20][CH2:19][N:18]([CH:21]3[CH2:25][CH2:24][N:23]([CH2:26][C:27]4[CH:32]=[CH:31][C:30]([CH3:33])=[C:29]([F:34])[CH:28]=4)[C:22]3=[O:35])[CH2:17][C:16]2([F:37])[F:36])=[CH:11][CH:10]=1)C1C=CC=CC=1>CO.[Pd]>[F:37][C:16]1([F:36])[CH:15]([C:12]2[CH:11]=[CH:10][C:9]([OH:8])=[CH:14][CH:13]=2)[CH2:20][CH2:19][N:18]([CH:21]2[CH2:25][CH2:24][N:23]([CH2:26][C:27]3[CH:32]=[CH:31][C:30]([CH3:33])=[C:29]([F:34])[CH:28]=3)[C:22]2=[O:35])[CH2:17]1. The reactants are C(C1=CC=CC=C1)OC1=CC=C(C=C1)C1C(CN(CC1)C1C(N(CC1)CC1=CC(=C(C=C1)C)F)=O)(F)F (3-(4-(4-(Benzyloxy)phenyl)-3,3-difluoropiperidin-1-yl)-1-(3-fluoro-4-methylbenzyl)pyrrolidin-2-one). The yield is 53.7%. Procedure: To a stirred solution of 3-(4-(4-(benzyloxy)phenyl)-3,3-difluoropiperidin-1-yl)-1-(3-fluoro-4-methylbenzyl)pyrrolidin-2-one (0.45 g, 0.89 mmol, mixture of diastereomers from step D) in MeOH (8 mL) at rt was added 0.56 g of 10% Pd/C and the reaction mixture was stirred at rt under a hydrogen atmosphere overnight. The catalyst was removed by filtration through Celite and the solvent was removed in vacuo. The residue was subjected to HPLC purification (method E) to yield 200 mg of 3-(3,3-difluoro-4... The product is FC1(CN(CCC1C1=CC=C(C=C1)O)C1C(N(CC1)CC1=CC(=C(C=C1)C)F)=O)F (3-(3,3-difluoro-4-(4-hydroxyphenyl)piperidin-1-yl)-1-(3-fluoro-4-methylbenzyl)pyrrolidin-2-one).